This data is from the Open Reaction Database (ORD), a public repository of structured organic reaction records. The task is: describe an organic reaction: reactants, conditions, products, and yield The reactants are C(C)OC(=O)C(C(C)C=CC)(C(=O)OCC)C (methyl 2-propenylpropane dicarboxylic acid diethyl ester), [OH-].[K+] (potassium hydroxide). Run in C(C)O (ethyl alcohol). The product is CC(C(C)C=CC)(C(=O)O)C(=O)O (methyl 2-propenylpropane dicarboxylic acid). The yield is 134.0%. RXN SMILES: C([O:3][C:4]([C:6]([CH3:17])([C:12]([O:14]CC)=[O:13])[CH:7]([CH:9]=[CH:10][CH3:11])[CH3:8])=[O:5])C.[OH-].[K+]>C(O)C>[CH3:17][C:6]([C:12]([OH:14])=[O:13])([C:4]([OH:5])=[O:3])[CH:7]([CH:9]=[CH:10][CH3:11])[CH3:8] |f:1.2|. Procedure: A mixture of 77.7 g of methyl 2-propenylpropane dicarboxylic acid diethyl ester, 123 g of potassium hydroxide and 625 ml of ethyl alcohol is heated at reflux for 53 hours. The reaction is cooled, concentrated in vacuo and the residue partitioned between water and diethyl ether. The aqueous layer is separated, made acidic with concentrated hydrochloric acid, saturated with solid sodium chloride and extracted with diethyl ether. The combined diethyl ether layers are dried and concentrated in vacuo... Reactants: CC(=O)c1cc(OCc2ccccc2)cc([N+](=O)[O-])c1O, CO, ClCCl, [Rh]. The product is CC(=O)c1cc(OCc2ccccc2)cc(N)c1O. Reaction SMILES: [CH2:1]([c:2]1[cH:3][cH:4][cH:5][cH:6][cH:7]1)[O:8][c:9]1[cH:10][c:11]([N+:19]([O-:20])=[O:21])[c:12]([OH:18])[c:13]([C:15]([CH3:16])=[O:17])[cH:14]1.[CH3:25][OH:26].[Cl:22][CH2:23][Cl:24].[Rh:27]>>[CH2:1]([c:2]1[cH:3][cH:4][cH:5][cH:6][cH:7]1)[O:8][c:9]1[cH:10][c:11]([NH2:19])[c:12]([OH:18])[c:13]([C:15]([CH3:16])=[O:17])[cH:14]1. Reactants: ClC1=NC=C(C(=N1)NC1=C(C=C(C=C1)OC)N1N=CC=C1)Cl ((2,5-Dichloro-pyrimidin-4-yl)-(4-methoxy-2-pyrazol-1-yl-phenyl)-amine), NC1=C(C2=C(N(C(CCC2)=O)CC)C=C1)OC (7-Amino-1-ethyl-6-methoxy-1,3,4,5-tetrahydro-benzo[b]azepin-2-one). The product is ClC=1C(=NC(=NC1)NC1=C(C2=C(N(C(CCC2)=O)CC)C=C1)OC)NC1=C(C=C(C=C1)OC)N1N=CC=C1 (7-[5-Chloro-4-(4-methoxy-2-pyrazol-1-yl-phenylamino)-pyrimidin-2-ylamino]-1-ethyl-6-methoxy-1,3,4,5-tetrahydro-benzo[b]azepin-2-one). As a reaction SMILES: Cl[C:2]1[N:7]=[C:6]([NH:8][C:9]2[CH:14]=[CH:13][C:12]([O:15][CH3:16])=[CH:11][C:10]=2[N:17]2[CH:21]=[CH:20][CH:19]=[N:18]2)[C:5]([Cl:22])=[CH:4][N:3]=1.[NH2:23][C:24]1[CH:37]=[CH:36][C:27]2[N:28]([CH2:34][CH3:35])[C:29](=[O:33])[CH2:30][CH2:31][CH2:32][C:26]=2[C:25]=1[O:38][CH3:39]>>[Cl:22][C:5]1[C:6]([NH:8][C:9]2[CH:14]=[CH:13][C:12]([O:15][CH3:16])=[CH:11][C:10]=2[N:17]2[CH:21]=[CH:20][CH:19]=[N:18]2)=[N:7][C:2]([NH:23][C:24]2[CH:37]=[CH:36][C:27]3[N:28]([CH2:34][CH3:35])[C:29](=[O:33])[CH2:30][CH2:31][CH2:32][C:26]=3[C:25]=2[O:38][CH3:39])=[N:3][CH:4]=1. Procedure details: (2,5-Dichloro-pyrimidin-4-yl)-(4-methoxy-2-pyrazol-1-yl-phenyl)-amine, of Example 611c, was reacted with 7-Amino-1-ethyl-6-methoxy-1,3,4,5-tetrahydro-benzo[b]azepin-2-one, in a similar manner as Example 601b, to yield desired product 7-[5-Chloro-4-(4-methoxy-2-pyrazol-1-yl-phenylamino)-pyrimidin-2-ylamino]-1-ethyl-6-methoxy-1,3,4,5-tetrahydro-benzo[b]azepin-2-one as a lyophylate (22%); 1H NMR (400 MHz, DMSO-d6) δ 10.20 (s, 1H), 8.61 (bs, 1H), 8.27 (s, 1H), 8.18 (s, 1H), 7.96 (d, J=9.06 Hz, 1H), ... Starting materials: Intermediate 17, N1C=C(C2=CC=CC=C12)C1CC(CC1)=O (3-(1H-indol-3-yl)-cyclopentanone), C(C1=CC=CC=C1)N (benzylamine). Product: C(C1=CC=CC=C1)NC1CC(CC1)C1=CNC2=CC=CC=C12 (N-Benzyl-3-(1H-indole-3-yl)-cyclopentylamine). Isolated yield 107.9%. Reaction SMILES: [NH:1]1[C:9]2[C:4](=[CH:5][CH:6]=[CH:7][CH:8]=2)[C:3]([CH:10]2[CH2:14][CH2:13][C:12](=O)[CH2:11]2)=[CH:2]1.[CH2:16]([NH2:23])[C:17]1[CH:22]=[CH:21][CH:20]=[CH:19][CH:18]=1>>[CH2:16]([NH:23][CH:12]1[CH2:13][CH2:14][CH:10]([C:3]2[C:4]3[C:9](=[CH:8][CH:7]=[CH:6][CH:5]=3)[NH:1][CH:2]=2)[CH2:11]1)[C:17]1[CH:22]=[CH:21][CH:20]=[CH:19][CH:18]=1. Procedure details: This compound was prepared in similar manner as for Intermediate 17, using 3-(1H-indol-3-yl)-cyclopentanone (3.0 g, 15 mmol) and benzylamine (1.95 g, 18 mmol) to give 4.7 g of the desired product as a mixture of cis and trans isomers, which were separated by flash chromatography to afford 0.6 g of the cis isomer (first eluting) and 1.0 g of the trans isomer.